This data is from the Open Reaction Database (ORD), a public repository of structured organic reaction records. The task is: describe an organic reaction: reactants, conditions, products, and yield The reactants are CC#N, COc1ccc(S)c(C)c1, O=C(O)CCCl, [Na+], [OH-]. Yields the product COc1ccc(SCCC(=O)O)c(C)c1. Reaction SMILES: [CH3:19][C:20]#[N:21].[CH3:1][O:2][c:3]1[cH:4][c:5]([CH3:10])[c:6]([SH:9])[cH:7][cH:8]1.[Cl:11][CH2:12][CH2:13][C:14](=[O:15])[OH:16].[Na+:18].[OH-:17]>>[CH3:1][O:2][c:3]1[cH:4][c:5]([CH3:10])[c:6]([S:9][CH2:12][CH2:13][C:14](=[O:15])[OH:16])[cH:7][cH:8]1. Starting materials: ClC=1C(=NC=CC1)N1CCNCC1 (1-(3-chloropyridin-2-yl)piperazine), C(C)(C)N(CC)C(C)C (diisopropylethylamine), C(C)(C)(C)C1=CC=C(C=C1)S(=O)(=O)Cl (4-tert-butylbenzene-1-sulfonyl chloride). Solvent: ClCCl (dichloromethane). Run at time 1.5 hour. Product: C(C)(C)(C)C1=CC=C(C=C1)S(=O)(=O)N1CCN(CC1)C1=NC=CC=C1Cl (1-[(4-tert-butylphenyl)sulfonyl]-4-(3-chloropyridin-2-yl)piperazine). Isolated yield 59.3%. As a reaction SMILES: [Cl:1][C:2]1[C:3]([N:8]2[CH2:13][CH2:12][NH:11][CH2:10][CH2:9]2)=[N:4][CH:5]=[CH:6][CH:7]=1.C(N(C(C)C)CC)(C)C.[C:23]([C:27]1[CH:32]=[CH:31][C:30]([S:33](Cl)(=[O:35])=[O:34])=[CH:29][CH:28]=1)([CH3:26])([CH3:25])[CH3:24]>ClCCl>[C:23]([C:27]1[CH:32]=[CH:31][C:30]([S:33]([N:11]2[CH2:10][CH2:9][N:8]([C:3]3[C:2]([Cl:1])=[CH:7][CH:6]=[CH:5][N:4]=3)[CH2:13][CH2:12]2)(=[O:35])=[O:34])=[CH:29][CH:28]=1)([CH3:26])([CH3:24])[CH3:25]. Procedure details: To a stirred solution of 1-(3-chloropyridin-2-yl)piperazine (316 mg, 1.6 mmol) in anhydrous dichloromethane (5 mL) was added diisopropylethylamine (0.975 mL, 5.6 mmol) then 4-tert-butylbenzene-1-sulfonyl chloride (372.4 mg, 1.6 mmol). The mixture was stirred at room temperature for 1.5 hour. Reaction was complete as determined by TLC. The reaction mixture was purified with flash column chromatography to yield 1-[(4-tert-butylphenyl)sulfonyl]-4-(3-chloropyridin-2-yl)piperazine in 59.3% yield (374... The reactants are [BH4-], CO, CC(C)(C)C(=O)Nc1ccc(C=O)cn1, [Na+]. RXN SMILES: [BH4-:16].[CH3:18][OH:19].[CH:1](=[O:2])[c:3]1[cH:4][cH:5][c:6]([NH:9][C:10]([C:11]([CH3:12])([CH3:13])[CH3:14])=[O:15])[n:7][cH:8]1.[Na+:17]>>[CH2:1]([OH:2])[c:3]1[cH:4][cH:5][c:6]([NH:9][C:10]([C:11]([CH3:12])([CH3:13])[CH3:14])=[O:15])[n:7][cH:8]1. Yields the product CC(C)(C)C(=O)Nc1ccc(CO)cn1. Starting materials: CC(C)(OC(=O)NC1=C(C=C(OCC(=O)N)C=C1)C)C (4-(1,1-dimethylethoxycarbonyl)amino-3-methylphenoxyacetamide). The solvent is FC(C(=O)O)(F)F (trifluoroacetic acid). Run at temperature 0 celsius, time 5 hour. Product: NC1=C(C=C(OCC(=O)N)C=C1)C (4-amino-3-methylphenoxy-acetamide). Yield: 50.7%. As a reaction SMILES: CC(C)(OC([NH:7][C:8]1[CH:18]=[CH:17][C:11]([O:12][CH2:13][C:14]([NH2:16])=[O:15])=[CH:10][C:9]=1[CH3:19])=O)C>FC(F)(F)C(O)=O>[NH2:7][C:8]1[CH:18]=[CH:17][C:11]([O:12][CH2:13][C:14]([NH2:16])=[O:15])=[CH:10][C:9]=1[CH3:19]. Procedure: To a 200 m1L round bottomed flask with a stirring bar and an argon inlet was added 4-(1,1-dimethylethoxycarbonyl)amino-3-methylphenoxyacetamide (4.91 g, 17.52 mmol) and trifluoroacetic acid (50 mL). This solution was stirred at 0° C. for 5 h. The trifluoroacetic acid was removed in vacuo and the residue was partitioned between EtOAc and aqueous NaHCO3 solution. The layers were separated and the organic phase was washed with brine, dried (MgSO4), filtered and concentrated in vacuo to give 1.60 g ...